Task: describe an organic reaction: reactants, conditions, products, and yield. Dataset: the Open Reaction Database (ORD), a public repository of structured organic reaction records Starting materials: O=C([O-])[O-], CCOC(C)=O, [Cs+], [Cs+], O=S(=O)(OCC(F)(F)F)C(F)(F)F, Cc1ccc([N+](=O)[O-])cc1O, CN(C)C=O. RXN SMILES: [C:25](=[O:26])([O-:27])[O-:28].[CH3:36][CH2:37][O:38][C:39]([CH3:40])=[O:41].[Cs+:29].[Cs+:30].[F:12][C:13]([S:14]([O:15][CH2:20][C:21]([F:22])([F:23])[F:24])(=[O:16])=[O:17])([F:18])[F:19].[N+:1](=[O:2])([O-:3])[c:4]1[cH:5][c:6]([OH:11])[c:7]([CH3:10])[cH:8][cH:9]1.[O:31]=[CH:32][N:33]([CH3:34])[CH3:35]>>[N+:1](=[O:2])([O-:3])[c:4]1[cH:5][c:6]([O:11][CH2:20][C:21]([F:22])([F:23])[F:24])[c:7]([CH3:10])[cH:8][cH:9]1. Product: Cc1ccc([N+](=O)[O-])cc1OCC(F)(F)F. Starting materials: N(=O)[O-].[Na+] (NaNO2), Br (HBr), FS(C1=CC=C(N)C=C1)(F)(F)(F)F (4-pentafluorosulfanylaniline), CuBr, Br (HBr). The solvent is O (water), C(C)(=O)O (acetic acid). Conditions: temperature 0 celsius, time 10 minute. Product: BrC1=CC=C(C=C1)S(F)(F)(F)(F)F (1-Bromo-4-pentafluorosulfanylbenzene). Reaction SMILES: [F:1][S:2]([F:13])([F:12])([F:11])([F:10])[C:3]1[CH:9]=[CH:8][C:6](N)=[CH:5][CH:4]=1.N([O-])=O.[Na+].[BrH:18]>C(O)(=O)C.O>[Br:18][C:6]1[CH:8]=[CH:9][C:3]([S:2]([F:13])([F:12])([F:11])([F:10])[F:1])=[CH:4][CH:5]=1 |f:1.2|. Procedure details: 5.0 g of 4-pentafluorosulfanylaniline were dissolved in 20 ml of acetic acid and, at 0° C., a saturated aqueous HBr solution was added. Then at 0° C., a solution of 1.9 of NaNO2 in 5 ml of water was slowly added dropwise over the course of 5 minutes. The reaction mixture was stirred at 0° C. for 10 minutes and then added in portions to a suspension of 6.5 g of CuBr in 20 ml of a half-saturated aqueous HBr solution at 0° C. Nitrogen is liberated during this. The mixture was stirred at 0° C. for 3...